From a dataset of the Open Reaction Database (ORD), a public repository of structured organic reaction records. describe an organic reaction: reactants, conditions, products, and yield Starting materials: O=C(Cl)c1ccccc1, CC(=O)SCCNC(=O)C(CS)NC(=O)C(C)C. Product: CC(=O)SCCNC(=O)C(CSC(=O)c1ccccc1)NC(=O)C(C)C. As a reaction SMILES: [C:19]([c:20]1[cH:21][cH:22][cH:23][cH:24][cH:25]1)(=[O:26])[Cl:27].[C:1]([CH:2]([CH3:3])[CH3:4])(=[O:5])[NH:6][CH:7]([CH2:8][SH:9])[C:10](=[O:11])[NH:12][CH2:13][CH2:14][S:15][C:16]([CH3:17])=[O:18]>>[C:1]([CH:2]([CH3:3])[CH3:4])(=[O:5])[NH:6][CH:7]([CH2:8][S:9][C:19]([c:20]1[cH:21][cH:22][cH:23][cH:24][cH:25]1)=[O:26])[C:10](=[O:11])[NH:12][CH2:13][CH2:14][S:15][C:16]([CH3:17])=[O:18]. The reactants are C1(CC=CC1)CN1CC=2C=C3C(=CC=NC3=C(C2C1=O)OC(C1=CC=CC=C1)=O)C (benzoic acid 7-cyclopent-3-enylmethyl-4-methyl-8-oxo-7,8-dihydro-6H-pyrrolo[3,4-g]quinolin-9-yl ester), BrN1C(CCC1=O)=O (N-bromosuccinimide). The solvent is C(C)(=O)OCC (ethyl acetate). The product is BrCC1=CC=NC2=C(C3=C(C=C12)CN(C3=O)CC3CC=CC3)OC(C3=CC=CC=C3)=O (benzoic acid 4-bromomethyl-7-cyclopent-3-enylmethyl-8-oxo-7,8-dihydro-6H-pyrrolo[3,4-g]quinolin-9-yl ester). Reaction SMILES: [CH:1]1([CH2:6][N:7]2[C:19](=[O:20])[C:18]3[C:17]([O:21][C:22](=[O:29])[C:23]4[CH:28]=[CH:27][CH:26]=[CH:25][CH:24]=4)=[C:16]4[C:11]([C:12]([CH3:30])=[CH:13][CH:14]=[N:15]4)=[CH:10][C:9]=3[CH2:8]2)[CH2:5][CH:4]=[CH:3][CH2:2]1.[Br:31]N1C(=O)CCC1=O>C(OCC)(=O)C>[Br:31][CH2:30][C:12]1[C:11]2[C:16](=[C:17]([O:21][C:22](=[O:29])[C:23]3[CH:24]=[CH:25][CH:26]=[CH:27][CH:28]=3)[C:18]3[C:19](=[O:20])[N:7]([CH2:6][CH:1]4[CH2:5][CH:4]=[CH:3][CH2:2]4)[CH2:8][C:9]=3[CH:10]=2)[N:15]=[CH:14][CH:13]=1. Procedure: For example, benzoic acid 7-cyclopent-3-enylmethyl-4-methyl-8-oxo-7,8-dihydro-6H-pyrrolo[3,4-g]quinolin-9-yl ester A17.12 is reacted with N-bromosuccinimide in refluxing ethyl acetate to afford benzoic acid 4-bromomethyl-7-cyclopent-3-enylmethyl-8-oxo-7,8-dihydro-6H-pyrrolo[3,4-g]quinolin-9-yl ester A17.13. This compound is heated to 120° C. with an excess of a trialkyl phosphite to give after deprotection the phenolic phosphonate ester A17.14.